This data is from the Open Reaction Database (ORD), a public repository of structured organic reaction records. The task is: describe an organic reaction: reactants, conditions, products, and yield Reactants: CC1(OCC(O1)CN1N=CC(=C1)C1=C2C(=C(N=C1)N)OC(=C2)C2=C1C=CN=CC1=CC=C2)C (4-{1-[(2,2-dimethyl-1,3-dioxolan-4-yl)methyl]-1H-pyrazol-4-yl}-2-(isoquinolin-5-yl)furo[2,3-c]pyridin-7-amine), CO (MeOH), Cl (HCl). Reaction conditions: time 16 hour. Product: NC=1N=CC(=C2C1OC(=C2)C2=C1C=CN=CC1=CC=C2)C=2C=NN(C2)CC(CO)O (3-{4-[7-amino-2-(isoquinolin-5-yl)furo[2,3-c]pyridin-4-yl]-1H-pyrazol-1-yl}propane-1,2-diol). Yield: 4.4%. As a reaction SMILES: CC1(C)[O:6][CH:5]([CH2:7][N:8]2[CH:12]=[C:11]([C:13]3[CH:18]=[N:17][C:16]([NH2:19])=[C:15]4[O:20][C:21]([C:23]5[CH:32]=[CH:31][CH:30]=[C:29]6[C:24]=5[CH:25]=[CH:26][N:27]=[CH:28]6)=[CH:22][C:14]=34)[CH:10]=[N:9]2)[CH2:4][O:3]1.CO.Cl>>[NH2:19][C:16]1[N:17]=[CH:18][C:13]([C:11]2[CH:10]=[N:9][N:8]([CH2:7][CH:5]([OH:6])[CH2:4][OH:3])[CH:12]=2)=[C:14]2[CH:22]=[C:21]([C:23]3[CH:32]=[CH:31][CH:30]=[C:29]4[C:24]=3[CH:25]=[CH:26][N:27]=[CH:28]4)[O:20][C:15]=12. Procedure details: 4-{1-[(2,2-dimethyl-1,3-dioxolan-4-yl)methyl]-1H-pyrazol-4-yl}-2-(isoquinolin-5-yl)furo[2,3-c]pyridin-7-amine (25.0 mg, 0.0566 mmol) was dissolved in MeOH (0.5 mL, 10 mmol) and HCl (4 M in 1,4-dioxane, 0.30 mL, 1.2 mmol) was added. The reaction stirred at RT for 16 h. The product mixture was then concentrated in vacuo to a solid. Purification by flash chromatography (0 to 10% 7 N NH3/MeOH:EtOAc) afforded 1 mg (4%) of the title compound. 1H NMR (400 MHz, CD3OD) δ 9.35 (s, 1 H), 8.59 (d, J=6.06 Hz... Starting materials: C(CCC)[Li] (n-butyllithium), C1=CC=CC1 (cyclopentadiene), [Cl-].[NH4+] (ammonium chloride), C(C1=CC=CC=C1)C(=O)CC1=CC=CC=C1 (dibenzyl ketone). Solvent: CCCCCC (n-hexane), CCOCC (ether), O1CCCC1 (tetrahydrofuran), O1CCCC1 (tetrahydrofuran). The product is C(C1=CC=CC=C1)C(=C1C=CC=C1)CC1=CC=CC=C1 (6,6-dibenzyl fulvene). As a reaction SMILES: [CH:1]1[CH2:5][CH:4]=[CH:3][CH:2]=1.C([Li])CCC.[CH2:11]([C:18]([CH2:20][C:21]1[CH:26]=[CH:25][CH:24]=[CH:23][CH:22]=1)=O)[C:12]1[CH:17]=[CH:16][CH:15]=[CH:14][CH:13]=1.[Cl-].[NH4+]>O1CCCC1.CCOCC.CCCCCC>[CH2:20]([C:18]([CH2:11][C:12]1[CH:17]=[CH:16][CH:15]=[CH:14][CH:13]=1)=[C:2]1[CH:1]=[CH:5][CH:4]=[CH:3]1)[C:21]1[CH:26]=[CH:25][CH:24]=[CH:23][CH:22]=1 |f:3.4|. Reported procedure: Into a 100 ml Kjeldahl flask purged thoroughly with nitrogen, equipped with a dropping funnel and a magnetic stirrer, were introduced cyclopentadiene 2.40 g (36.2 mmol) which had been subjected to cracking, and dehydrated tetrahydrofuran 50 ml. With cooling in an ice bath, 1.57 mol/L n-hexane solution of n-butyllithium, 24.3 ml (38.1 mmol), was dropwise added to the solution by means of the dropping funnel. The resulting slurry was stirred all night at room temperature. With the flask cooled in ... Starting materials: NC1=CC(=C(OC2=C(C(=NC=C2)N)I)C=C1F)F (4-(4-amino-2,5-difluorophenoxy)-3-iodopyridin-2-amine), CN1N=CC(=C1)B1OC(C(O1)(C)C)(C)C (1-methyl-4-(4,4,5,5-tetramethyl-1,3,2-dioxaborolan-2-yl)-1H-pyrazole), C(=O)([O-])[O-].[K+].[K+] (K2CO3), resultant mixture, C(=O)(O)[O-].[Na+] (NaHCO3). Reagents/catalysts: C=1C=CC(=CC1)[P](C=2C=CC=CC2)(C=3C=CC=CC3)[Pd]([P](C=4C=CC=CC4)(C=5C=CC=CC5)C=6C=CC=CC6)([P](C=7C=CC=CC7)(C=8C=CC=CC8)C=9C=CC=CC9)[P](C=1C=CC=CC1)(C=1C=CC=CC1)C=1C=CC=CC1 (tetrakis(triphenylphosphine)palladium(0)). Solvent: O1CCOCC1 (dioxane), O (water). Yields the product NC1=CC(=C(OC2=C(C(=NC=C2)N)C=2C=NN(C2)C)C=C1F)F (4-(4-amino-2,5-difluorophenoxy)-3-(1-methyl-1H-pyrazol-4-yl)pyridin-2-amine). Yield: 65.1%. RXN SMILES: [NH2:1][C:2]1[C:16]([F:17])=[CH:15][C:5]([O:6][C:7]2[CH:12]=[CH:11][N:10]=[C:9]([NH2:13])[C:8]=2I)=[C:4]([F:18])[CH:3]=1.[CH3:19][N:20]1[CH:24]=[C:23](B2OC(C)(C)C(C)(C)O2)[CH:22]=[N:21]1.C([O-])([O-])=O.[K+].[K+].C([O-])(O)=O.[Na+]>O1CCOCC1.O.C1C=CC([P]([Pd]([P](C2C=CC=CC=2)(C2C=CC=CC=2)C2C=CC=CC=2)([P](C2C=CC=CC=2)(C2C=CC=CC=2)C2C=CC=CC=2)[P](C2C=CC=CC=2)(C2C=CC=CC=2)C2C=CC=CC=2)(C2C=CC=CC=2)C2C=CC=CC=2)=CC=1>[NH2:1][C:2]1[C:16]([F:17])=[CH:15][C:5]([O:6][C:7]2[CH:12]=[CH:11][N:10]=[C:9]([NH2:13])[C:8]=2[C:23]2[CH:22]=[N:21][N:20]([CH3:19])[CH:24]=2)=[C:4]([F:18])[CH:3]=1 |f:2.3.4,5.6,^1:55,57,76,95|. Reported procedure: To a degassed solution of 4-(4-amino-2,5-difluorophenoxy)-3-iodopyridin-2-amine (0.33 g, 0.91 mmol), 1-methyl-4-(4,4,5,5-tetramethyl-1,3,2-dioxaborolan-2-yl)-1H-pyrazole (0.28 g, 1.36 mmol) in dioxane (5 ml) was added a degassed solution of K2CO3 (0.37 g, 2.73 mmol) in water (2 mL) and tetrakis(triphenylphosphine)palladium(0) (0.105 g, 0.09 mmol). The resultant mixture was stirred for 16 h at 90° C. Sat. NaHCO3 solution (35 mL) was added. The resultant mixture was extracted with EtOAc (2×30 mL).... Starting materials: solution, CCOC(=O)/N=N/C(=O)OCC (DEAD), C1(=CC=CC=C1)C (toluene), ClC1=CC=C(C=C1)C1=C(C=2N(C=C1)C(NN2)=O)C2=CC=NC=C2 (7-(4-chlorophenyl)-8-(pyridin-4-yl)-[1,2,4]triazolo[4,3-a]pyridin-3(2H)-one), OCC=1C(=[N+](C(=CC1)C(F)(F)F)[O-])C (3-(hydroxymethyl)-2-methyl-6-(trifluoromethyl)pyridine 1-oxide), C1=CC=C(C=C1)P(C2=CC=CC=C2)C3=CC=CC=C3 (Ph3P). Solvent: CCOC(=O)C (EtOAc), C1CCOC1 (THF). Run at time 16 hour. Yields the product ClC1=CC=C(C=C1)C1=C(C=2N(C=C1)C(N(N2)CC=2C(=[N+](C(=CC2)C(F)(F)F)[O-])C)=O)C2=CC=NC=C2 (3-((7-(4-chlorophenyl)-3-oxo-8-(pyridin-4-yl)-[1,2,4]triazolo[4,3-a]pyridin-2(3H)-yl)methyl)-2-methyl-6-(trifluoromethyl)pyridine 1-oxide). Yield: 68.4%. As a reaction SMILES: [Cl:1][C:2]1[CH:7]=[CH:6][C:5]([C:8]2[CH:13]=[CH:12][N:11]3[C:14](=[O:17])[NH:15][N:16]=[C:10]3[C:9]=2[C:18]2[CH:23]=[CH:22][N:21]=[CH:20][CH:19]=2)=[CH:4][CH:3]=1.O[CH2:25][C:26]1[C:27]([CH3:37])=[N+:28]([O-:36])[C:29]([C:32]([F:35])([F:34])[F:33])=[CH:30][CH:31]=1.C1C=CC(P(C2C=CC=CC=2)C2C=CC=CC=2)=CC=1.CCOC(/N=N/C(OCC)=O)=O.C1(C)C=CC=CC=1>C1COCC1.CCOC(C)=O>[Cl:1][C:2]1[CH:7]=[CH:6][C:5]([C:8]2[CH:13]=[CH:12][N:11]3[C:14](=[O:17])[N:15]([CH2:25][C:26]4[C:27]([CH3:37])=[N+:28]([O-:36])[C:29]([C:32]([F:35])([F:33])[F:34])=[CH:30][CH:31]=4)[N:16]=[C:10]3[C:9]=2[C:18]2[CH:19]=[CH:20][N:21]=[CH:22][CH:23]=2)=[CH:4][CH:3]=1. Procedure: To a suspension of 7-(4-chlorophenyl)-8-(pyridin-4-yl)-[1,2,4]triazolo[4,3-a]pyridin-3(2H)-one (64 mg, 0.2 mmol), 3-(hydroxymethyl)-2-methyl-6-(trifluoromethyl)pyridine 1-oxide (41 mg, 0.2 mmol) and Ph3P (105 mg, 0.4 mmol) in anhydrous THF (3 mL) at room temperature was added dropwise a 40% solution of DEAD in toluene (0.091 mL, 0.4 mmol). The resulting clear, yellowish solution was then stirred at room temperature for 16 h. The reaction mixture was diluted with EtOAc, washed with saturated aque... The reactants are FC1=CC2=C(C(=NO2)C2=CC=C(C=C2)OC[C@@H]2OC2)C=C1 ((R)-6-fluoro-3-(4-oxiranylmethoxy-phenyl)-benzo[d]isoxazole), FC1=CC=C2C(=NNC2=C1)N1CCNCC1 (6-fluoro-3-piperazin-1-yl-1H-indazole). Solvent: CN(C=O)C (dimethylformamide), C(C)O (ethanol). The product is FC1=CC2=C(C(=NO2)C2=CC=C(OC[C@@H](CN3CCN(CC3)C3=NNC4=CC(=CC=C34)F)O)C=C2)C=C1 ((R)-1-[4-(6-fluoro-benzo[d]isoxazol-3-yl)-phenoxy]-3-[4-(6-fluoro-1H-indazol-3-yl)-piperazin-1-yl]-propan-2-ol). Reaction SMILES: [F:1][C:2]1[CH:21]=[CH:20][C:5]2[C:6]([C:9]3[CH:14]=[CH:13][C:12]([O:15][CH2:16][C@H:17]4[CH2:19][O:18]4)=[CH:11][CH:10]=3)=[N:7][O:8][C:4]=2[CH:3]=1.[F:22][C:23]1[CH:31]=[C:30]2[C:26]([C:27]([N:32]3[CH2:37][CH2:36][NH:35][CH2:34][CH2:33]3)=[N:28][NH:29]2)=[CH:25][CH:24]=1>CN(C)C=O.C(O)C>[F:1][C:2]1[CH:21]=[CH:20][C:5]2[C:6]([C:9]3[CH:10]=[CH:11][C:12]([O:15][CH2:16][C@H:17]([OH:18])[CH2:19][N:35]4[CH2:36][CH2:37][N:32]([C:27]5[C:26]6[C:30](=[CH:31][C:23]([F:22])=[CH:24][CH:25]=6)[NH:29][N:28]=5)[CH2:33][CH2:34]4)=[CH:13][CH:14]=3)=[N:7][O:8][C:4]=2[CH:3]=1. Reported procedure: The title compound is prepared from a mixture of (R)-6-fluoro-3-(4-oxiranylmethoxy-phenyl)-benzo[d]isoxazole in dimethylformamide and 6-fluoro-3-piperazin-1-yl-1H-indazole (Table No.1, SM 4) in ethanol essentially as described above in Example 21. Purity by LC/MS=100%, [M+H]+=506. Reactants: NC1=C(C(=O)NCC=2SC(=CC2)OC2=CC=CC=C2)C=C(C=N1)N (2,5-Diamino-N-(5-phenoxy-thiophen-2-ylmethyl)-nicotinamide), C([O-])(O)=O.[Na+] (sodium bicarbonate), 10, N(=O)[O-].[Na+] (sodium nitrite). Reagents/catalysts: S(O)(O)(=O)=O (sulfuric acid). Solvent: CO (methanol). Reaction conditions: time 30 minute. Yields the product NC1=C(C(=O)NCC=2SC(=CC2)OC2=CC=CC=C2)C=CC(=N1)OC (2-Amino-6-methoxy-N-(5-phenoxy-thiophen-2-ylmethyl)-nicotinamide). As a reaction SMILES: [NH2:1][C:2]1[N:23]=[CH:22][C:21](N)=[CH:20][C:3]=1[C:4]([NH:6][CH2:7][C:8]1[S:9][C:10]([O:13][C:14]2[CH:19]=[CH:18][CH:17]=[CH:16][CH:15]=2)=[CH:11][CH:12]=1)=[O:5].N([O-])=O.[Na+].[C:29](=O)(O)[O-:30].[Na+]>S(=O)(=O)(O)O.CO>[NH2:1][C:2]1[N:23]=[C:22]([O:30][CH3:29])[CH:21]=[CH:20][C:3]=1[C:4]([NH:6][CH2:7][C:8]1[S:9][C:10]([O:13][C:14]2[CH:19]=[CH:18][CH:17]=[CH:16][CH:15]=2)=[CH:11][CH:12]=1)=[O:5] |f:1.2,3.4|. Reported procedure: 2,5-Diamino-N-(5-phenoxy-thiophen-2-ylmethyl)-nicotinamide described in Preparation Example A+-10 (27 mg, 59 μmol), sodium nitrite (4.1 mg, 59 μmol) and sulfuric acid (several drops) were dissolved in methanol (5 mL), and the solution was stirred for 30 minutes under reflux. An aqueous solution of saturated sodium bicarbonate was added to the reaction solution at 0° C., which was then extracted with ethyl acetate, and the organic layer was washed with brine. The solvent was evaporated in vacuo, ... Starting materials: N1=CC=CC=C1 (pyridine), C(C)(=O)OC(C)=O (Acetic anhydride), ClC=1C=C2C(=C(C(=NC2=CC1)C(=O)O)C(=O)O)C1=CC=CC=C1 (6-chloro-4-phenylquinoline-2,3-dicarboxylic acid), N#N (N2). Run in C(OC)COC (dimethoxyethane). Product: ClC1=CC=2C(=C3C(=NC2C=C1)C(OC3=O)=O)C3=CC=CC=C3 (7-Chloro-9-phenyl-furo[3,4-b]quinoline-1,3-dione). As a reaction SMILES: C(OC(=O)C)(=O)C.[Cl:8][C:9]1[CH:10]=[C:11]2[C:16](=[CH:17][CH:18]=1)[N:15]=[C:14]([C:19]([OH:21])=[O:20])[C:13]([C:22]([OH:24])=O)=[C:12]2[C:25]1[CH:30]=[CH:29][CH:28]=[CH:27][CH:26]=1.N#N.N1C=CC=CC=1>C(COC)OC>[Cl:8][C:9]1[CH:18]=[CH:17][C:16]2[N:15]=[C:14]3[C:19](=[O:21])[O:20][C:22](=[O:24])[C:13]3=[C:12]([C:25]3[CH:26]=[CH:27][CH:28]=[CH:29][CH:30]=3)[C:11]=2[CH:10]=1. Reported procedure: Acetic anhydride (288 μl, 3.0 mmol) was added to a stirred suspension of 6-chloro-4-phenylquinoline-2,3-dicarboxylic acid (100 mg, 0.31 mmol) in dimethoxyethane (1 ml) in an inert N2 atmosphere followed by the addition of pyridine (49 μl, 0.61 mmol) at room temperature. Reactants: BrC=1C=C(C=2N(C1)N=CC2)O (6-bromopyrazolo[1,5-a]pyridin-4-ol), CS(=O)(=O)O[C@@H](C)[C@H]1CN(C(C1)=O)[C@H](C)C1=CC=C(C=C1)OC ((S)-1-((R)-1-((R)-1-(4-methoxyphenyl)ethyl)-5-oxopyrrolidin-3-yl)ethyl methanesulfonate), C(=O)([O-])[O-].[Cs+].[Cs+] (Cs2CO3). Run in CN(C)C=O (DMF), CCOC(=O)C (EtOAc), O (water). Run at temperature 90 celsius. Yields the product BrC=1C=C(C=2N(C1)N=CC2)O[C@H](C)[C@@H]2CC(N(C2)[C@H](C)C2=CC=CC=C2)=O ((R)-4-((R)-1-(6-bromopyrazolo[1,5-a]pyridin-4-yloxy)ethyl)-1-((R)-1-phenylethyl)pyrrolidin-2-one). As a reaction SMILES: [Br:1][C:2]1[CH:3]=[C:4]([OH:11])[C:5]2[N:6]([N:8]=[CH:9][CH:10]=2)[CH:7]=1.CS(O[C@H:17]([C@@H:19]1[CH2:23][C:22](=[O:24])[N:21]([C@@H:25]([C:27]2[CH:32]=[CH:31][C:30](OC)=[CH:29][CH:28]=2)[CH3:26])[CH2:20]1)[CH3:18])(=O)=O.C([O-])([O-])=O.[Cs+].[Cs+]>CN(C=O)C.CCOC(C)=O.O>[Br:1][C:2]1[CH:3]=[C:4]([O:11][C@@H:17]([C@H:19]2[CH2:20][N:21]([C@@H:25]([C:27]3[CH:28]=[CH:29][CH:30]=[CH:31][CH:32]=3)[CH3:26])[C:22](=[O:24])[CH2:23]2)[CH3:18])[C:5]2[N:6]([N:8]=[CH:9][CH:10]=2)[CH:7]=1 |f:2.3.4|. Reported procedure: To a solution of 6-bromopyrazolo[1,5-a]pyridin-4-ol (125 mg, 0.587 mmol) in DMF (4 mL) was added (S)-1-((R)-1-((R)-1-(4-methoxyphenyl)ethyl)-5-oxopyrrolidin-3-yl)ethyl methanesulfonate 1.30 (220 mg, 0.645 mmol) and Cs2CO3 (239 mg, 0.733 mmol) and the reaction mixture was heated at 90° C. for 2 h. The reaction mixture was diluted with EtOAc and water, the layers were separated and the aqueous layer was extracted with EtOAc. The combined organics were dried, filtered, and concentrated. The residue... Reactants: FC=1C=C(CN)C=CC1F (3,4-difluorobenzylamine), BrCCCCC1(C2=CC=CC=C2C=2C=CC=CC12)C(=O)Cl (9-(4-bromo-butyl)-9H-fluorene-9-carboxylic acid chloride). Yields the product FC=1C=C(CNC(=O)C2(C3=CC=CC=C3C=3C=CC=CC23)CCCCBr)C=CC1F (9-(4-bromo-butyl)-9H-fluorene-9-carboxylic acid-3,4-difluoro-benzylamide). Reaction SMILES: [F:1][C:2]1[CH:3]=[C:4]([CH:7]=[CH:8][C:9]=1[F:10])[CH2:5][NH2:6].[Br:11][CH2:12][CH2:13][CH2:14][CH2:15][C:16]1([C:29](Cl)=[O:30])[C:28]2[CH:27]=[CH:26][CH:25]=[CH:24][C:23]=2[C:22]2[C:17]1=[CH:18][CH:19]=[CH:20][CH:21]=2>>[F:1][C:2]1[CH:3]=[C:4]([CH:7]=[CH:8][C:9]=1[F:10])[CH2:5][NH:6][C:29]([C:16]1([CH2:15][CH2:14][CH2:13][CH2:12][Br:11])[C:28]2[CH:27]=[CH:26][CH:25]=[CH:24][C:23]=2[C:22]2[C:17]1=[CH:18][CH:19]=[CH:20][CH:21]=2)=[O:30]. Reported procedure: Prepared analogously to Example 1 from 3,4-difluorobenzylamine and 9-(4-bromo-butyl)-9H-fluorene-9-carboxylic acid chloride. The reactants are O (water), N1=C(C=CC=C1)S (pyridine-2-thiol), BrC=1C=C(C(=NC1)C#N)OC1=CC=C(C=C1)F (5-bromo-3-(4-fluorophenoxy)picolinonitrile), [H-].[Na+] (NaH). Solvent: CC(=O)N(C)C (DMA). Reaction conditions: time 20 minute. Product: FC1=CC=C(OC=2C(=NC=C(C2)SC2=NC=CC=C2)C#N)C=C1 (3-(4-fluorophenoxy)-5-(pyridin-2-ylthio)picolinonitrile). The yield is 69.6%. As a reaction SMILES: [N:1]1[CH:6]=[CH:5][CH:4]=[CH:3][C:2]=1[SH:7].[H-].[Na+].Br[C:11]1[CH:12]=[C:13]([O:19][C:20]2[CH:25]=[CH:24][C:23]([F:26])=[CH:22][CH:21]=2)[C:14]([C:17]#[N:18])=[N:15][CH:16]=1.O>CC(N(C)C)=O>[F:26][C:23]1[CH:22]=[CH:21][C:20]([O:19][C:13]2[C:14]([C:17]#[N:18])=[N:15][CH:16]=[C:11]([S:7][C:2]3[CH:3]=[CH:4][CH:5]=[CH:6][N:1]=3)[CH:12]=2)=[CH:25][CH:24]=1 |f:1.2|. Procedure details: To a solution of pyridine-2-thiol (2.5 g, 23 mmol) in DMA (25 mL) cooled to 0° C. was added NaH (0.90 g, 23 mmol) and the reaction stirred at ambient temperature for 20 min, followed by addition of the 5-bromo-3-(4-fluorophenoxy)picolinonitrile (6.6 g, 23 mmol) and stirring over night at ambient temperature. The reaction was poured into water (250 mL) and a solid formed. The solid was collected, washed with water, and dried in vacuo to yield 3-(4-fluorophenoxy)-5-(pyridin-2-ylthio)picolinonitril...